This data is from the Open Reaction Database (ORD), a public repository of structured organic reaction records. The task is: describe an organic reaction: reactants, conditions, products, and yield Procedure details: A solution of 16.7 grams of 3,5-di-tert.butyl-4-hydroxybenzylpyridinium chloride in 50 milliliters of ethanol was added dropwise in 15 minutes to a slurry of 2.0 grams of sodium hydroxide and 13.4 grams of 1-nitropropane (200% excess) in 50 milliliters of ethanol. The reaction mixture as stirred for 3 hours and was then poured into 600 milliliters of water. The oil which precipitated was separated by extraction with hexane. The extract was evaporated to give 15.0 grams (98% of theory) of 1-ethyl... The yield is 97.6%. The reactants are O (water), [Cl-].C(C)(C)(C)C=1C=C(C[N+]2=CC=CC=C2)C=C(C1O)C(C)(C)C (3,5-di-tert.butyl-4-hydroxybenzylpyridinium chloride), [OH-].[Na+] (sodium hydroxide), [N+](=O)([O-])CCC (1-nitropropane). As a reaction SMILES: [Cl-].[C:2]([C:6]1[CH:7]=[C:8]([CH:16]=[C:17]([C:20]([CH3:23])([CH3:22])[CH3:21])[C:18]=1[OH:19])[CH2:9][N+]1C=CC=CC=1)([CH3:5])([CH3:4])[CH3:3].[OH-].[Na+].[N+:26]([CH2:29][CH2:30][CH3:31])([O-:28])=[O:27].O>C(O)C>[CH2:30]([CH:29]([N+:26]([O-:28])=[O:27])[CH2:9][C:8]1[CH:16]=[C:17]([C:20]([CH3:21])([CH3:23])[CH3:22])[C:18]([OH:19])=[C:6]([C:2]([CH3:4])([CH3:3])[CH3:5])[CH:7]=1)[CH3:31] |f:0.1,2.3|. Yields the product C(C)C(CC1=CC(=C(C(=C1)C(C)(C)C)O)C(C)(C)C)[N+](=O)[O-] (1-ethyl-2-(3,5-di-tert.butyl-4-hydroxyphenyl)-1-nitroethane). Reaction conditions: time 3 hour. Solvent: C(C)O (ethanol), C(C)O (ethanol). Starting materials: O=C([O-])[O-], CO, Cl, CC(=O)Nc1ccc(Oc2cc(N)ncn2)c(F)c1, [Na+], [Na+]. The product is Nc1ccc(Oc2cc(N)ncn2)c(F)c1. RXN SMILES: [C:21](=[O:22])([O-:23])[O-:24].[CH3:27][OH:28].[ClH:20].[NH2:1][c:2]1[cH:3][c:4]([O:8][c:9]2[c:10]([F:19])[cH:11][c:12]([NH:15][C:16](=[O:17])[CH3:18])[cH:13][cH:14]2)[n:5][cH:6][n:7]1.[Na+:25].[Na+:26]>>[NH2:1][c:2]1[cH:3][c:4]([O:8][c:9]2[c:10]([F:19])[cH:11][c:12]([NH2:15])[cH:13][cH:14]2)[n:5][cH:6][n:7]1. Starting materials: C1(=CC=CC=C1)P(=O)(C1=CC=CC=C1)N=[N+]=[N-] (diphenylphosphorylazide), unsaturated carboxylic acid, C1C=CCC2(C3=CC=CC=C3CCC12)C(=O)OCC (Ethyl 1,9,10,10a-Tetrahydro-4a(4H)-phenanthrene carboxylate), [N-]=C=O (isocyanate). The product is N(=C=O)C12CC=CCC2CC(C2=CC=CC=C12)C (1,4,4a,9,10,10a-Hexahydro-4a-isocyanato-9-methylphenanthrene). Isolated yield 74.0%. RXN SMILES: [CH2:1]1[CH:14]2[C:5](C(OCC)=O)([C:6]3[C:11]([CH2:12][CH2:13]2)=[CH:10][CH:9]=[CH:8][CH:7]=3)[CH2:4][CH:3]=[CH:2]1.[N-:20]=[C:21]=[O:22].[C:23]1(P(N=[N+]=[N-])(C2C=CC=CC=2)=O)C=CC=CC=1>>[N:20]([C:5]12[C:6]3[C:11](=[CH:10][CH:9]=[CH:8][CH:7]=3)[CH:12]([CH3:23])[CH2:13][CH:14]1[CH2:1][CH:2]=[CH:3][CH2:4]2)=[C:21]=[O:22]. Procedure details: The unsaturated carboxylic acid (1.5 g, 6.2 mmol) derived from hydrolysis of the product from Example 29 was converted to the isocyanate with diphenylphosphorylazide (1.87 g, 6.8 mmol) according to the method used in Example 31. Purification by silica gel chromatography gave the title compound as a clear oil (1.1 g, 74%). The reactants are C[C@@H]1[C@@H]([C@@H]([C@H]([C@@H](O1)O[C@@H]2[C@H](C3=C(C4=C(C(=C(C=C24)C)C(=O)O)O)C(=C5C(=C3)C(=O)C6=C(C=C(C=C6C5=O)OC)O)O)O)O)O[C@H]7[C@@H]([C@H]([C@@H](CO7)O)O)O)N(C)C(=O)OCC8=CC=CC=C8 (4'-N-CBZ-pradimic acid), C=1C=CC2=C(C1)N=NN2O (HOBT), C1CCC(CC1)N=C=NC2CCCCC2 (DCC). Run in C1CCOC1 (THF). Run at time 1 hour. Product: C1(CCCCC1)NC(=O)NC1CCCCC1 (dicyclohexyl urea). Reaction SMILES: C[C@H]1[O:7][C@@H](O[C@H]2C3C(=C(O)C(C(O)=O)=C(C)C=3)C3C(O)=C4C(=O)C5C(=C(O)C=C(OC)C=5)C(=O)C4=CC=3[C@@H]2O)[C@H](O)[C@@H](O[C@@H]2OC[C@@H](O)[C@H](O)[C@H]2O)[C@H]1N(C(OCC1C=CC=CC=1)=O)C.C1C=CC2N(O)N=NC=2C=1.[CH2:76]1[CH2:81][CH2:80][CH:79]([N:82]=[C:83]=[N:84][CH:85]2[CH2:90][CH2:89][CH2:88][CH2:87][CH2:86]2)[CH2:78][CH2:77]1>C1COCC1>[CH:85]1([NH:84][C:83]([NH:82][CH:79]2[CH2:78][CH2:77][CH2:76][CH2:81][CH2:80]2)=[O:7])[CH2:90][CH2:89][CH2:88][CH2:87][CH2:86]1. Procedure: A mixture of 13 (52 mg, 0.058 mmol), HOBT (10 mg, 0.065 mmol) and DCC (16mg, 0.079 mmol) in THF (2 ml) was stirred for 1 hour at room temperature and filtered to remove resulting dicyclohexyl urea. The filtrate was concentrated and the residue was dissolved in 1 ml of 50% aqueous dioxane. To the mixture was added a solution of D-3,4-dihydroxyphenylalanine (D-DOPA) (24 mg, 0.12 mmol) and triethylamine (20 μl, 0.14 mmol) in 1 ml of 50% aqueous dioxane. The mixture was stirred for 1 day at room tem... Reactants: C(=O)(N1C=NC=C1)N1C=NC=C1 (1,1′-carbonyldiimidazole), C1(CCCCC1)NC1=C(C=C2C(C(=CN(C2=C1)C1CCCC1)C(=O)O)=O)F (7-(cyclohexylamino)-1-cyclopentyl-6-fluoro-4-oxo-1,4-dihydroquinoline-3-carboxylic acid), N (ammonia). The solvent is CN(C)C=O (DMF). Conditions: temperature 100 celsius, time 13.5 hour. Product: C1(CCCCC1)NC1=C(C=C2C(C(=CN(C2=C1)C1CCCC1)C(=O)N)=O)F (7-(cyclohexylamino)-1-cyclopentyl-6-fluoro-4-oxo-1,4-dihydroquinoline-3-carboxamide). Isolated yield 92.7%. RXN SMILES: C(N1C=CN=C1)([N:3]1C=CN=C1)=O.[CH:13]1([NH:19][C:20]2[CH:29]=[C:28]3[C:23]([C:24](=[O:38])[C:25]([C:35]([OH:37])=O)=[CH:26][N:27]3[CH:30]3[CH2:34][CH2:33][CH2:32][CH2:31]3)=[CH:22][C:21]=2[F:39])[CH2:18][CH2:17][CH2:16][CH2:15][CH2:14]1.N>CN(C=O)C>[CH:13]1([NH:19][C:20]2[CH:29]=[C:28]3[C:23]([C:24](=[O:38])[C:25]([C:35]([NH2:3])=[O:37])=[CH:26][N:27]3[CH:30]3[CH2:31][CH2:32][CH2:33][CH2:34]3)=[CH:22][C:21]=2[F:39])[CH2:14][CH2:15][CH2:16][CH2:17][CH2:18]1. Procedure details: 2.6 g of 1,1′-carbonyldiimidazole was added to a 30 ml DMF suspension of 4.0 g 7-(cyclohexylamino)-1-cyclopentyl-6-fluoro-4-oxo-1,4-dihydroquinoline-3-carboxylic acid, followed by stirring at 100° C. for 13.5 hours. 10 ml of 28% aqueous ammonia was added thereto under ice-cooling, followed by stirring under ice-cooling for 75 minutes and at room temperature for 5 hours. After evaporation of the solvent under a reduced pressure, ethanol was added, and heating under reflux was carried out. After c...